Dataset: the Open Reaction Database (ORD), a public repository of structured organic reaction records. Task: describe an organic reaction: reactants, conditions, products, and yield Reactants: [OH-].[Na+] (sodium hydroxide), NCC1=CN=C(S1)Cl (5-(Aminomethyl)-2-chlorothiazole), Br (hydrobromic acid), COC(N[N+](=O)[O-])=N (O-methyl-N-nitroisourea), [Cl-].[Na+] (sodium chloride). Solvent: O (water). Conditions: time 24 hour. Product: COC(NCC1=CN=C(S1)Cl)=N[N+](=O)[O-] (O-methyl-N-(2-chloro-5-thiazolylmethyl)-N'-nitroisourea). The yield is 69.4%. RXN SMILES: [NH2:1][CH2:2][C:3]1[S:7][C:6]([Cl:8])=[N:5][CH:4]=1.Br.[CH3:10][O:11][C:12](=N)[NH:13][N+:14]([O-:16])=[O:15].[Cl-].[Na+].[OH-].[Na+]>O>[CH3:10][O:11][C:12](=[N:13][N+:14]([O-:16])=[O:15])[NH:1][CH2:2][C:3]1[S:7][C:6]([Cl:8])=[N:5][CH:4]=1 |f:3.4,5.6|. Procedure details: 5-(Aminomethyl)-2-chlorothiazole (7.43 g, 50.0 mmol) was dissolved in water (96 ml), and 47% hydrobromic acid (5.78 ml 50.0 mmol) was added. The pH was 3.4 at this time. To this reaction mixture was added O-methyl-N-nitroisourea (7.19 g, 60.0 mmol) and sodium chloride (17.5 g, 0.30 mol), and adjusted to pH 6.2 with aqueous sodium hydroxide solution (0.5 N) using pH meter. After 24 hours of stirring at room temperature, the resulting white crystals were collected by filtration under reduced press... Reactants: CCCC(=O)Cl, ClCCl, CNOC, Cl, O, c1ccncc1. Product: CCCC(=O)N(C)OC. As a reaction SMILES: [C:12]([CH2:13][CH2:14][CH3:15])(=[O:16])[Cl:17].[CH2:18]([Cl:19])[Cl:20].[CH3:8][NH:9][O:10][CH3:11].[ClH:7].[OH2:21].[cH:1]1[cH:2][cH:3][n:4][cH:5][cH:6]1>>[CH3:8][N:9]([O:10][CH3:11])[C:12]([CH2:13][CH2:14][CH3:15])=[O:16].